This data is from the Open Reaction Database (ORD), a public repository of structured organic reaction records. The task is: describe an organic reaction: reactants, conditions, products, and yield The reactants are C(C)N1CCOCC1 (N-ethylmorpholine), ClC1=C(C(=C(C(=C1OC(CCC(C1=CC=CC=C1)(C1=CC=CC=C1)C1=CC=CC=C1)=S)Cl)Cl)Cl)Cl (3-tritylthiopropionic acid pentachlorophenyl ester), COC([C@@H](NC([C@@H](NC([C@@H](NC(CNC(=O)OC(C)(C)C)=O)CC(N)=O)=O)CC1=CC=CC=C1)=O)CC1=CC=CC=C1)=O (t-Butoxycarbonyl-glycyl-asparaginyl-phenylalanyl-phenylalanine Methyl Ester). The solvent is CN(C=O)C (dimethylformamide), FC(C(=O)O)(F)F (trifluoroacetic acid). The product is COC([C@@H](NC([C@@H](NC([C@@H](NC(CNC(CCC(C1=CC=CC=C1)(C1=CC=CC=C1)C1=CC=CC=C1)=S)=O)CC(N)=O)=O)CC1=CC=CC=C1)=O)CC1=CC=CC=C1)=O (3-Tritylthiopropionyl-glycyl-asparaginyl-phenylalanyl-phenylalanine Methyl Ester). As a reaction SMILES: [CH3:1][O:2][C:3](=[O:43])[C@H:4]([CH2:36][C:37]1[CH:42]=[CH:41][CH:40]=[CH:39][CH:38]=1)[NH:5][C:6](=[O:35])[C@H:7]([CH2:28][C:29]1[CH:34]=[CH:33][CH:32]=[CH:31][CH:30]=1)[NH:8][C:9](=[O:27])[C@H:10]([CH2:23][C:24](=[O:26])[NH2:25])[NH:11][C:12](=[O:22])[CH2:13][NH:14]C(OC(C)(C)C)=O.C(N1CCOCC1)C.ClC1C(O[C:60](=[S:82])[CH2:61][CH2:62][C:63]([C:76]2[CH:81]=[CH:80][CH:79]=[CH:78][CH:77]=2)([C:70]2[CH:75]=[CH:74][CH:73]=[CH:72][CH:71]=2)[C:64]2[CH:69]=[CH:68][CH:67]=[CH:66][CH:65]=2)=C(Cl)C(Cl)=C(Cl)C=1Cl>FC(F)(F)C(O)=O.CN(C)C=O>[CH3:1][O:2][C:3](=[O:43])[C@H:4]([CH2:36][C:37]1[CH:42]=[CH:41][CH:40]=[CH:39][CH:38]=1)[NH:5][C:6](=[O:35])[C@H:7]([CH2:28][C:29]1[CH:34]=[CH:33][CH:32]=[CH:31][CH:30]=1)[NH:8][C:9](=[O:27])[C@H:10]([CH2:23][C:24](=[O:26])[NH2:25])[NH:11][C:12](=[O:22])[CH2:13][NH:14][C:60](=[S:82])[CH2:61][CH2:62][C:63]([C:70]1[CH:75]=[CH:74][CH:73]=[CH:72][CH:71]=1)([C:64]1[CH:69]=[CH:68][CH:67]=[CH:66][CH:65]=1)[C:76]1[CH:77]=[CH:78][CH:79]=[CH:80][CH:81]=1. Procedure details: A solution of t-butoxycarbonyl-glycyl-asparaginyl-phenylalanyl-phenylalanine methyl ester (0.525 g, 0.879 mmole, described in Example 4) in trifluoroacetic acid (10 ml) is stirred at 0° C. for 90 minutes and evaporated. The residue is dissolved in methanol (1 ml) and diethyl ether (100 ml) is added. The precipitate is collected and dried. A solution of the precipitate, N-ethylmorpholine (0.11 ml, 0.85 mmole) and 3-tritylthiopropionic acid pentachlorophenyl ester (0.556 g, 0.935 mmole) in dimethy... Reactants: CCO, CC[O-], [Cl-], Cc1c(F)cccc1C=O, CCOC(=O)CN=[N+]=[N-], [NH4+], [Na+], C1CCOC1. The product is CCOC(=O)C(=Cc1cccc(F)c1C)N=[N+]=[N-]. As a reaction SMILES: [CH3:26][CH2:27][OH:28].[CH3:2][CH2:3][O-:4].[Cl-:24].[F:5][c:6]1[c:7]([CH3:14])[c:8]([CH:9]=[O:10])[cH:11][cH:12][cH:13]1.[N:15](=[N+:16]=[N-:17])[CH2:18][C:19](=[O:20])[O:21][CH2:22][CH3:23].[NH4+:25].[Na+:1].[O:29]1[CH2:30][CH2:31][CH2:32][CH2:33]1>>[F:5][c:6]1[c:7]([CH3:14])[c:8]([CH:9]=[C:18]([N:15]=[N+:16]=[N-:17])[C:19](=[O:20])[O:21][CH2:22][CH3:23])[cH:11][cH:12][cH:13]1. Reactants: ClCCCl, CN1CCOCC1, CCOCC, O=CN(CC(CC1CCCC1)C(=O)O)OCc1ccccc1, CCN(C(C)C)C(C)C, CC(C)O, Cc1nc(NN)c(F)c(N2CCN3CCOCC3C2)n1, CN(C)C=O, On1nnc2cccnc21. The product is Cc1nc(NNC(=O)C(CC2CCCC2)CN(C=O)OCc2ccccc2)c(F)c(N2CCN3CCOCC3C2)n1. RXN SMILES: [CH2:73]([Cl:74])[CH2:75][Cl:76].[CH3:56][N:57]1[CH2:58][CH2:59][O:60][CH2:61][CH2:62]1.[CH3:82][CH2:83][O:84][CH2:85][CH3:86].[CH:1]1([CH2:6][CH:7]([C:8](=[O:9])[OH:10])[CH2:11][N:12]([O:13][CH2:14][c:15]2[cH:16][cH:17][cH:18][cH:19][cH:20]2)[CH:21]=[O:22])[CH2:2][CH2:3][CH2:4][CH2:5]1.[CH:23]([N:24]([CH2:25][CH3:26])[CH:27]([CH3:28])[CH3:29])([CH3:30])[CH3:31].[CH:32]([OH:33])([CH3:34])[CH3:35].[F:36][c:37]1[c:38]([N:46]2[CH2:47][CH:48]3[CH2:49][O:50][CH2:51][CH2:52][N:53]3[CH2:54][CH2:55]2)[n:39][c:40]([CH3:45])[n:41][c:42]1[NH:43][NH2:44].[O:77]=[CH:78][N:79]([CH3:80])[CH3:81].[OH:63][n:64]1[c:65]2[n:66][cH:67][cH:68][cH:69][c:70]2[n:71][n:72]1>>[CH:1]1([CH2:6][CH:7]([C:8](=[O:10])[NH:44][NH:43][c:42]2[c:37]([F:36])[c:38]([N:46]3[CH2:47][CH:48]4[CH2:49][O:50][CH2:51][CH2:52][N:53]4[CH2:54][CH2:55]3)[n:39][c:40]([CH3:45])[n:41]2)[CH2:11][N:12]([O:13][CH2:14][c:15]2[cH:16][cH:17][cH:18][cH:19][cH:20]2)[CH:21]=[O:22])[CH2:2][CH2:3][CH2:4][CH2:5]1. Reactants: C([O-])(O)=O.[Na+] (sodium bicarbonate), IC1=C(C(=NN1)C)C(=O)OCC (ethyl 5-iodo-3-methyl-1H-pyrazole-4-carboxylate), O1CCCC=C1 (3,4-dihydro-2H-pyran), C=1(C(=CC=CC1)S(=O)(=O)O)C (toluenesulfonic acid). Run in O1CCCC1 (tetrahydrofuran), O (H2O). The product is IC1=C(C(=NN1C1OCCCC1)C)C(=O)OCC ((R/S) ethyl 5-iodo-3-methyl-1-(oxan-2-yl)-1H-pyrazole-4-carboxylate). The yield is 54.9%. RXN SMILES: [I:1][C:2]1[NH:6][N:5]=[C:4]([CH3:7])[C:3]=1[C:8]([O:10][CH2:11][CH3:12])=[O:9].[O:13]1[CH:18]=[CH:17][CH2:16][CH2:15][CH2:14]1.C1(C)C(S(O)(=O)=O)=CC=CC=1.C(=O)(O)[O-].[Na+]>O1CCCC1.O>[I:1][C:2]1[N:6]([CH:14]2[CH2:15][CH2:16][CH2:17][CH2:18][O:13]2)[N:5]=[C:4]([CH3:7])[C:3]=1[C:8]([O:10][CH2:11][CH3:12])=[O:9] |f:3.4|. Reported procedure: A solution of ethyl 5-iodo-3-methyl-1H-pyrazole-4-carboxylate (2.1 g, 7.50 mmol, 1.00 equiv), 3,4-dihydro-2H-pyran (3.15 g, 37.45 mmol, 4.99 equiv) and toluenesulfonic acid (258 mg, 1.50 mmol, 0.20 equiv) in tetrahydrofuran (100 mL) was stirred at 80° C. for 8 h. The reaction mixture was cooled to room temperature and then diluted with H2O. The pH value of the solution was adjusted to 7 with saturated sodium bicarbonate solution. The resulting solution was extracted with 3×80 mL of ethyl acetate... Starting materials: [BH3-]C#N, [BH3-]C#N, C1COCCN1, CO, O=Cc1cccc([N+](=O)[O-])c1, [Zn+2]. Product: O=[N+]([O-])c1cccc(CN2CCOCC2)c1. RXN SMILES: [C:20]([BH3-:21])#[N:22].[C:24]([BH3-:25])#[N:26].[CH2:12]1[CH2:13][O:14][CH2:15][CH2:16][NH:17]1.[CH3:18][OH:19].[N+:1](=[O:2])([O-:3])[c:4]1[cH:5][c:6]([CH:7]=[O:8])[cH:9][cH:10][cH:11]1.[Zn+2:23]>>[N+:1](=[O:2])([O-:3])[c:4]1[cH:5][c:6]([CH2:7][N:17]2[CH2:12][CH2:13][O:14][CH2:15][CH2:16]2)[cH:9][cH:10][cH:11]1. Yields the product N[C@H](CC)C=1C(=C(C(=O)C=2C=C(C#N)C=CC2)C(=CC1)OC)F (3-[3-((R)-1-amino-propyl)-2-fluoro-6-methoxy-benzoyl]-benzonitrile). Conditions: time 5 hour. The solvent is C(Cl)Cl (DCM), O (Water). The reactants are [OH-].[Na+] (NaOH), Cl (HCl), O1CCOCC1 (dioxane), C(C)(C)(C)OC(N[C@H](CC)C1=C(C(=C(C=C1)OC)C(C1=CC(=CC=C1)C#N)=O)F)=O ({(R)-1-[3-(3-Cyano-benzoyl)-2-fluoro-4-methoxy-phenyl]-propyl}-carbamic acid tert-butyl ester). Procedure details: Step 5 {(R)-1-[3-(3-Cyano-benzoyl)-2-fluoro-4-methoxy-phenyl]-propyl}-carbamic acid tert-butyl ester (200 mg) was dissolved in DCM (5 mL), 4M HCl in dioxane (485 uL, 1.94 mmol, 4 eq) was added and the reaction mixture was stirred for 5 hours. Water was then added and the mixture was made basic with 1M NaOH. The organic phase was isolated by phase separator and combined and concentrated to give 3-[3-((R)-1-amino-propyl)-2-fluoro-6-methoxy-benzoyl]-benzonitrile. Reaction SMILES: C(OC(=O)[NH:7][C@@H:8]([C:11]1[CH:16]=[CH:15][C:14]([O:17][CH3:18])=[C:13]([C:19](=[O:28])[C:20]2[CH:25]=[CH:24][CH:23]=[C:22]([C:26]#[N:27])[CH:21]=2)[C:12]=1[F:29])[CH2:9][CH3:10])(C)(C)C.Cl.O1CCOCC1.[OH-].[Na+]>C(Cl)Cl.O>[NH2:7][C@@H:8]([C:11]1[C:12]([F:29])=[C:13]([C:14]([O:17][CH3:18])=[CH:15][CH:16]=1)[C:19]([C:20]1[CH:21]=[C:22]([CH:23]=[CH:24][CH:25]=1)[C:26]#[N:27])=[O:28])[CH2:9][CH3:10] |f:3.4|. Starting materials: C(C)NCC1=CC(=CC=C1)O (N-ethyl-3-hydroxybenzylamine), CC(C#C)(C)O (3 -methyl-1-butyne-3-ol), C1(=CC=CC=C1)P(C1=CC=CC=C1)C1=CC=CC=C1 (triphenylphosphine), C(CCC)N (n-butylamine). Reagents/catalysts: [Cu]I (copper (I) iodide), [Pd](Cl)Cl (palladium chloride). Solvent: O1CCCC1 (tetrahydrofuran). Run at time 20 hour. Yields the product OC(C#C/C=C/CN(CC)CC1=CC(=CC=C1)O)(C)C ((E)-N-(6-Hydroxy-6-methyl-2-hepten-4-ynyl)-N-ethyl-3-hydroxybenzylamine). Isolated yield 78.0%. Reaction SMILES: [CH2:1]([NH:3][CH2:4][C:5]1[CH:10]=[CH:9][CH:8]=[C:7]([OH:11])[CH:6]=1)[CH3:2].[C:12]1(P(C2C=CC=CC=2)C2C=CC=CC=2)C=CC=C[CH:13]=1.[CH2:31](N)CCC.[CH3:36][C:37]([OH:41])([CH3:40])[C:38]#[CH:39]>[Cu]I.[Pd](Cl)Cl.O1CCCC1>[OH:41][C:37]([CH3:40])([CH3:36])[C:38]#[C:39]/[CH:31]=[CH:2]/[CH2:1][N:3]([CH2:4][C:5]1[CH:10]=[CH:9][CH:8]=[C:7]([OH:11])[CH:6]=1)[CH2:12][CH3:13]. Procedure details: To 7.5 ml tetrahydrofuran were added 1.13 g (5 mmol) of (E)-N-(3-chloro-2-pentenyl-).-N-ethyl-3-hydroxybenzylamine, 4.76 mg (0.25 mmol) of copper (I) iodide, 18.0 mg (0.1 mmol) of palladium chloride and 52.5 mg (0.2 mmol) of triphenylphosphine, and further, 0.99 ml (10 mmol) of n-butylamine and 0.58 ml (6 mmol) of 3 -methyl-1-butyne-3-ol under ice cooling. The mixture was stirred for 20 hours at room temperature. The reaction mixture was concentrated under reduced pressure and the residue was su... Starting materials: CN1N=NN=C1SCCCCBr (1-Methyl-5-(4-bromobutyl)thio-1,2,3,4-tetrazole), OO (hydrogen peroxide). Solvent: O (water), C(=O)O (formic acid). The product is BrCCCCS(=O)C1=NN=NN1C (1-methyl-1,2,3,4-tetrazol-5-yl 4-bromobutyl sulfoxide). As a reaction SMILES: [CH3:1][N:2]1[C:6]([S:7][CH2:8][CH2:9][CH2:10][CH2:11][Br:12])=[N:5][N:4]=[N:3]1.[OH:13]O>C(O)=O.O>[Br:12][CH2:11][CH2:10][CH2:9][CH2:8][S:7]([C:6]1[N:2]([CH3:1])[N:3]=[N:4][N:5]=1)=[O:13]. Procedure: 1-Methyl-5-(4-bromobutyl)thio-1,2,3,4-tetrazole prepared in Reference Example 2 is dissolved in formic acid (50 ml). 30% Aqueous hydrogen peroxide (2.3 g) is added to the solution with stirring at room temperature and the mixture is allowed to stand at room temperature for 2 overnights. The mixture is diluted with water and extracted with chloroform. The chloroform solution is washed with water, saturated aqueous sodium bicarbonate and then saturated aqueous sodium chloride and dried over magnes... Starting materials: C=CCSc1cscc1Br, Cc1ccccc1, c1ccncc1. The product is Brc1csc2c1SCCC2. As a reaction SMILES: [CH2:1]([CH:2]=[CH2:3])[S:4][c:5]1[cH:6][s:7][cH:8][c:9]1[Br:10].[CH3:17][c:18]1[cH:19][cH:20][cH:21][cH:22][cH:23]1.[cH:11]1[cH:12][cH:13][n:14][cH:15][cH:16]1>>[CH2:1]1[CH2:2][CH2:3][c:6]2[c:5]([c:9]([Br:10])[cH:8][s:7]2)[S:4]1.